This data is from the Open Reaction Database (ORD), a public repository of structured organic reaction records. The task is: describe an organic reaction: reactants, conditions, products, and yield Starting materials: C(C)(C)C1=NOC(=C1C(=O)OC)C(=O)OC (dimethyl 3-isopropylisoxazole-4,5-dicarboxylate), [OH-].[Na+] (sodium hydroxide). Run in CO (methanol), O (water), O (water). Reaction conditions: time 14 hour. The product is COC(=O)C=1C(=NOC1C(=O)O)C(C)C (3-Isopropylisoxazole-4,5-dicarboxylic acid 4-methyl ester). RXN SMILES: [CH:1]([C:4]1[C:8]([C:9]([O:11][CH3:12])=[O:10])=[C:7]([C:13]([O:15]C)=[O:14])[O:6][N:5]=1)([CH3:3])[CH3:2].[OH-].[Na+]>CO.O>[CH3:12][O:11][C:9]([C:8]1[C:4]([CH:1]([CH3:3])[CH3:2])=[N:5][O:6][C:7]=1[C:13]([OH:15])=[O:14])=[O:10] |f:1.2|. Reported procedure: 40 g of dimethyl 3-isopropylisoxazole-4,5-dicarboxylate are dissolved in 200 ml of methanol. A solution of 7.05 g of sodium hydroxide in 50 ml of water is added dropwise at 0° C. to this solution. It is stirred for 14 hours and allowed to warm to room temperature. The reaction selution is diluted with water and extracted twice with ethyl acetate. The alkaline solution is then acidified with conc. hydrochloric acid and extracted several times with ethyl acetate, and the organic phase is dried and... The reactants are C(C)OC(=O)[C@@H]1OC(O[C@H]1C(=O)OCC)(C1=CC2=CC=C(C=C2C=C1)OC)C(C)Br (2-(1-bromoethyl)-2-(6-methoxy-2-naphthyl)-1,3-dioxolane-4(R),5(R)-dicarboxylic acid diethyl ester), [OH-].[Na+] (sodium hydroxide), C(OC)COC (dimethoxyethane). Solvent: O (water), O (water). Run at time 2 hour. Product: BrC(C)C1(O[C@H]([C@@H](O1)C(=O)O)C(=O)O)C1=CC2=CC=C(C=C2C=C1)OC (2-(1-bromoethyl)-2-(6-methoxy-2-naphthyl)-1,3-dioxolane-4(R),5(R)-dicarboxylic acid). The yield is 85.5%. Reaction SMILES: C([O:3][C:4]([C@H:6]1[C@H:10]([C:11]([O:13]CC)=[O:12])[O:9][C:8]([CH:28]([Br:30])[CH3:29])([C:16]2[CH:25]=[CH:24][C:23]3[C:18](=[CH:19][CH:20]=[C:21]([O:26][CH3:27])[CH:22]=3)[CH:17]=2)[O:7]1)=[O:5])C.[OH-].[Na+].C(COC)OC>O>[Br:30][CH:28]([C:8]1([C:16]2[CH:25]=[CH:24][C:23]3[C:18](=[CH:19][CH:20]=[C:21]([O:26][CH3:27])[CH:22]=3)[CH:17]=2)[O:7][C@@H:6]([C:4]([OH:5])=[O:3])[C@H:10]([C:11]([OH:13])=[O:12])[O:9]1)[CH3:29] |f:1.2|. Reported procedure: A mixture of the two diastereoisomers of 2-(1-bromoethyl)-2-(6-methoxy-2-naphthyl)-1,3-dioxolane-4(R),5(R)-dicarboxylic acid diethyl ester 3 and 4 (prepared in a similar manner as described in the example 1) (21.18 g, 0.044 mol, ratio 3:4=1:1), sodium hydroxide (3.52 g, 0.088 mol), dimethoxyethane (35 ml) and of water (35 ml) was kept, under stirring, at room temperature for 2 hours. The reaction mixture was diluted with water and extracted with diethylether. The aqueous phase was acidified with... Reactants: [OH-].[Ba+2].[OH-] (barium hydroxide), C1(=C(C=CC=C1)B(O)O)C (o-tolyl-boronic acid), ClC1=C(C=CC(=C1)OC)C=1N=C(SC1C)N(CCC)C1=C(C=CC(=C1)Br)OC (4-(2-chloro-4-methoxyphenyl)-5-methyl-2-[N-(5-bromo-2-methoxyphenyl)-N-propylamino]thiazole). The reagents and catalysts are C(C)(=O)[O-].C(C)(=O)[O-].[Pd+2] (palladium diacetate). Solvent: C(C)O (ethanol), O (water). Product: ClC1=C(C=CC(=C1)OC)C=1N=C(SC1C)N(CCC)C1=C(C=CC(=C1)C1=C(C=CC=C1)C)OC (4-(2-Chloro-4-methoxyphenyl)-5-methyl-2-[N-(2-methoxy-5-o-tolylphenyl)-N-propylamino]thiazole). As a reaction SMILES: [OH-].[Ba+2].[OH-].[C:4]1([CH3:13])[CH:9]=[CH:8][CH:7]=[CH:6][C:5]=1B(O)O.[Cl:14][C:15]1[CH:20]=[C:19]([O:21][CH3:22])[CH:18]=[CH:17][C:16]=1[C:23]1[N:24]=[C:25]([N:29]([C:33]2[CH:38]=[C:37](Br)[CH:36]=[CH:35][C:34]=2[O:40][CH3:41])[CH2:30][CH2:31][CH3:32])[S:26][C:27]=1[CH3:28]>C(O)C.O.C([O-])(=O)C.C([O-])(=O)C.[Pd+2]>[Cl:14][C:15]1[CH:20]=[C:19]([O:21][CH3:22])[CH:18]=[CH:17][C:16]=1[C:23]1[N:24]=[C:25]([N:29]([C:33]2[CH:38]=[C:37]([C:5]3[CH:6]=[CH:7][CH:8]=[CH:9][C:4]=3[CH3:13])[CH:36]=[CH:35][C:34]=2[O:40][CH3:41])[CH2:30][CH2:31][CH3:32])[S:26][C:27]=1[CH3:28] |f:0.1.2,7.8.9|. Reported procedure: 1.96 g of barium hydroxide, 0.52 g of o-tolyl-boronic acid and 40 mg of palladium diacetate are added in succession to 1 g of 4-(2-chloro-4-methoxyphenyl)-5-methyl-2-[N-(5-bromo-2-methoxyphenyl)-N-propylamino]thiazole, in solution in 25 ml of ethanol and 0.8 ml of water. The reaction mixture is heated for 1 hour under reflux; after returning to room temperature, it is filtered on Celite. After evaporation of the solvent, the residue is taken up in dichloromethane. The organic phase is washed wit... Reactants: O=C(NC(Cc1ccccc1)C(=O)O)OCc1ccccc1, COC(=O)C1CCCN1, CN1CCOCC1, Cl, CN(C)C=O, O, O, On1nnc2ccccc21. The product is COC(=O)C1CCCN1C(=O)C(Cc1ccccc1)NC(=O)OCc1ccccc1. Reaction SMILES: [C:1](=[O:2])([O:3][CH2:4][c:5]1[cH:6][cH:7][cH:8][cH:9][cH:10]1)[NH:11][CH:12]([CH2:13][c:14]1[cH:15][cH:16][cH:17][cH:18][cH:19]1)[C:20](=[O:21])[OH:22].[CH3:23][O:24][C:25]([CH:26]1[NH:27][CH2:28][CH2:29][CH2:30]1)=[O:31].[CH3:44][N:45]1[CH2:46][CH2:47][O:48][CH2:49][CH2:50]1.[ClH:32].[O:51]=[CH:52][N:53]([CH3:54])[CH3:55].[OH2:33].[OH2:56].[OH:34][n:35]1[c:36]2[cH:37][cH:38][cH:39][cH:40][c:41]2[n:42][n:43]1>>[C:1](=[O:2])([O:3][CH2:4][c:5]1[cH:6][cH:7][cH:8][cH:9][cH:10]1)[NH:11][CH:12]([CH2:13][c:14]1[cH:15][cH:16][cH:17][cH:18][cH:19]1)[C:20](=[O:22])[N:27]1[CH:26]([C:25]([O:24][CH3:23])=[O:31])[CH2:30][CH2:29][CH2:28]1. Starting materials: C(C1=CC=CC=C1)OC[C@@H]1OCCC[C@H]1O (trans-2-benzyloxymethyl-3-hydroxytetrahydropyran), CCC([BH-](C(CC)C)C(CC)C)C.[Li+] (L-selectride). Run in O1CCCC1 (tetrahydrofuran), O1CCCC1 (tetrahydrofuran). Product: C(C1=CC=CC=C1)OC[C@@H]1OCCC[C@@H]1O (cis-2-Benzyloxymethyl-3-hydroxytetrahydropyran). Reaction SMILES: [CH2:1]([O:8][CH2:9][C@H:10]1[C@H:15]([OH:16])[CH2:14][CH2:13][CH2:12][O:11]1)[C:2]1[CH:7]=[CH:6][CH:5]=[CH:4][CH:3]=1.CCC(C)[BH-](C(C)CC)C(C)CC.[Li+]>O1CCCC1>[CH2:1]([O:8][CH2:9][C@H:10]1[C@@H:15]([OH:16])[CH2:14][CH2:13][CH2:12][O:11]1)[C:2]1[CH:3]=[CH:4][CH:5]=[CH:6][CH:7]=1 |f:1.2|. Reported procedure: Jones oxidation was carried out by the same procedure as described in Preparation 3, but using 2.22 g of dl-trans-2-benzyloxymethyl-3-hydroxytetrahydropyran (prepared as described in Preparation 6). The crude substance, 2.08 g, obtained in this way was dissolved in 10 ml of tetrahydrofuran, and 12 ml of a 1M tetrahydrofuran solution containing L-selectride were added dropwise to this solution at 0°-5° C. Using the same procedure and purification as described in Preparation 4, 1.135 g of the titl... Reactants: C(C)(=O)OC(C)=O (acetic anhydride), NC1=C(C=C(C=C1)O)C(F)(F)F (4-Amino-3-trifluoromethylphenol), O (Water). The solvent is C(C)(=O)O (acetic acid). Product: OC1=CC(=C(C=C1)NC(C)=O)C(F)(F)F (N-(4-Hydroxy-2-trifluoromethylphenyl)acetamide). RXN SMILES: [NH2:1][C:2]1[CH:7]=[CH:6][C:5]([OH:8])=[CH:4][C:3]=1[C:9]([F:12])([F:11])[F:10].[C:13](OC(=O)C)(=[O:15])[CH3:14].O>C(O)(=O)C>[OH:8][C:5]1[CH:6]=[CH:7][C:2]([NH:1][C:13](=[O:15])[CH3:14])=[C:3]([C:9]([F:10])([F:11])[F:12])[CH:4]=1. Procedure: 4-Amino-3-trifluoromethylphenol (0.212 g; 1.2 mmol) was dissolved in 10 ml of glacial acetic acid under nitrogen atmosphere and acetic anhydride (0.3 ml; 3.0 mmol) was added followed with stirring for an hour at room temperature. Water (0.5 ml) was added into the reaction mixture and then evaporated to dryness. Toluene (50 ml) was added and the evaporation was repeated to give a quantitative yield of pure N-(4-Hydroxy-2-trifluoromethylphenyl)acetamide. 1H NMR (400 MHz, DMSO-d6): 1.99 (3H, s), 7....